Dataset: the Open Reaction Database (ORD), a public repository of structured organic reaction records. Task: describe an organic reaction: reactants, conditions, products, and yield Reactants: ClC1=C(C=CC=C1)C1=C(C=NC2=C(C=C(C=C12)C)C)C#N (4-(2-chlorophenyl)-6,8-dimethyl-3-quinolinecarbonitrile), [OH-].[Na+] (sodium hydroxide), COCCO (2-methoxyethanol), Cl (hydrochloric acid). The solvent is O (water). Run at time 8 hour. Yields the product ClC1=C(C=CC=C1)C1=CC(=NC2=C(C=C(C=C12)C)C)C(=O)O (4-(2-chlorophenyl)-6,8-dimethyl-2-quinolinecarboxylic acid). Yield: 86.8%. As a reaction SMILES: [Cl:1][C:2]1[CH:7]=[CH:6][CH:5]=[CH:4][C:3]=1[C:8]1[C:17]2[C:12](=[C:13]([CH3:19])[CH:14]=[C:15]([CH3:18])[CH:16]=2)[N:11]=[CH:10][C:9]=1C#N.[OH-:22].[Na+].COC[CH2:27][OH:28].Cl>O>[Cl:1][C:2]1[CH:7]=[CH:6][CH:5]=[CH:4][C:3]=1[C:8]1[C:17]2[C:12](=[C:13]([CH3:19])[CH:14]=[C:15]([CH3:18])[CH:16]=2)[N:11]=[C:10]([C:27]([OH:28])=[O:22])[CH:9]=1 |f:1.2|. Reported procedure: A mixture of 4-(2-chlorophenyl)-6,8-dimethyl-3-quinolinecarbonitrile (0.5 g), 6N-sodium hydroxide (1.5 ml) and 2-methoxyethanol (3 ml) was refluxed under stirring for 8 hrs. The mixture was diluted with water and acidified with hydrochloric acid. The resultant precipitate was collected by filtration to give 4-(2-chlorophenyl)-6,8-dimethyl-2-quinolinecarboxylic acid (0.46 g, 86.8%), which was recrystallized from ethanol to give colorless prisms. m.p. 234°-235° C. This substance was identical with...